Dataset: the Open Reaction Database (ORD), a public repository of structured organic reaction records. Task: describe an organic reaction: reactants, conditions, products, and yield Reactants: BrC1=CN=C(S1)NC(N(C1CCSCC1)C1CCCCC1)=O (3-(5-Bromo-thiazol-2-yl)-1-cyclohexyl-1-(tetrahydro-thiopyran-4-yl)-urea), C(CS)(=O)OC (methyl thioglycolate). Yields the product COC(CSC1=CN=C(S1)NC(=O)N(C1CCSCC1)C1CCCCC1)=O ({2-[3-Cyclohexyl-3-(tetrahydro-thiopyran-4-yl)-ureido]-thiazol-5-ylsulfanyl}-acetic acid methyl ester). RXN SMILES: Br[C:2]1[S:6][C:5]([NH:7][C:8](=[O:22])[N:9]([CH:16]2[CH2:21][CH2:20][CH2:19][CH2:18][CH2:17]2)[CH:10]2[CH2:15][CH2:14][S:13][CH2:12][CH2:11]2)=[N:4][CH:3]=1.[C:23]([O:27][CH3:28])(=[O:26])[CH2:24][SH:25]>>[CH3:28][O:27][C:23](=[O:26])[CH2:24][S:25][C:2]1[S:6][C:5]([NH:7][C:8]([N:9]([CH:16]2[CH2:21][CH2:20][CH2:19][CH2:18][CH2:17]2)[CH:10]2[CH2:15][CH2:14][S:13][CH2:12][CH2:11]2)=[O:22])=[N:4][CH:3]=1. Reported procedure: Prepared as described in general procedure (D) using 3-(5-bromo-thiazol-2-yl)-1-cyclohexyl-1-(tetrahydro-thiopyran-4-yl)-urea (Example 190) and methyl thioglycolate. Starting materials: COC(=O)c1ccc(NC(=O)C(C)(C)C)nc1NC(=O)C(C)(C)C, CN(C)C=O, O=C1CCC(=O)N1Cl. Product: COC(=O)c1cc(Cl)c(NC(=O)C(C)(C)C)nc1NC(=O)C(C)(C)C. Reaction SMILES: [CH3:1][C:2]([C:3](=[O:4])[NH:5][c:6]1[c:7]([C:8](=[O:9])[O:10][CH3:11])[cH:12][cH:13][c:14]([NH:16][C:17]([C:18]([CH3:19])([CH3:20])[CH3:21])=[O:22])[n:15]1)([CH3:23])[CH3:24].[CH3:33][N:34]([CH3:35])[CH:36]=[O:37].[Cl:25][N:26]1[C:27](=[O:28])[CH2:29][CH2:30][C:31]1=[O:32]>>[CH3:1][C:2]([C:3](=[O:4])[NH:5][c:6]1[c:7]([C:8](=[O:9])[O:10][CH3:11])[cH:12][c:13]([Cl:25])[c:14]([NH:16][C:17]([C:18]([CH3:19])([CH3:20])[CH3:21])=[O:22])[n:15]1)([CH3:23])[CH3:24]. Starting materials: NC1=NC(=CC(=N1)NC1=CC=C(C=C1)CO)C1=C(C=CC(=C1)Cl)OCC ({4-[2-Amino-6-(5-chloro-2-ethoxy-phenyl)-pyrimidin-4-ylamino]-phenyl}-methanol), C(C)(C)(C)OC(=O)NC(C(=O)O)C (2-tert-butoxycarbonylamino-propionic acid). The product is NC1=NC(=CC(=N1)NC1=CC=C(COC([C@H](C)NC(=O)OC(C)(C)C)=O)C=C1)C1=C(C=CC(=C1)Cl)OCC ((S)-2-tert-Butoxycarbonylamino-propionic acid 4-[2-amino-6-(5-chloro-2-ethoxy-phenyl)-pyrimidin-4-ylamino]-benzyl ester). Reaction SMILES: [NH2:1][C:2]1[N:7]=[C:6]([NH:8][C:9]2[CH:14]=[CH:13][C:12]([CH2:15][OH:16])=[CH:11][CH:10]=2)[CH:5]=[C:4]([C:17]2[CH:22]=[C:21]([Cl:23])[CH:20]=[CH:19][C:18]=2[O:24][CH2:25][CH3:26])[N:3]=1.[C:27]([O:31][C:32]([NH:34][CH:35]([CH3:39])[C:36](O)=[O:37])=[O:33])([CH3:30])([CH3:29])[CH3:28]>>[NH2:1][C:2]1[N:7]=[C:6]([NH:8][C:9]2[CH:14]=[CH:13][C:12]([CH2:15][O:16][C:36](=[O:37])[C@@H:35]([NH:34][C:32]([O:31][C:27]([CH3:30])([CH3:29])[CH3:28])=[O:33])[CH3:39])=[CH:11][CH:10]=2)[CH:5]=[C:4]([C:17]2[CH:22]=[C:21]([Cl:23])[CH:20]=[CH:19][C:18]=2[O:24][CH2:25][CH3:26])[N:3]=1. Reported procedure: (S)-2-tert-Butoxycarbonylamino-propionic acid 4-[2-amino-6-(5-chloro-2-ethoxy-phenyl)-pyrimidin-4-ylamino]-benzyl ester was prepared according to the method described for Example 64 by using the title compound of Example 44 and 2-tert-butoxycarbonylamino-propionic acid. Starting materials: FC=1C=C(C=CC1S)NC(=O)C1CC1 (N-(3-fluoro-4-mercaptophenyl)cyclopropane-carboxamide), ClC1=CC(=NC(=N1)S(=O)(=O)C)NC1=CC(=NN1)C (6-chloro-N-(3-methyl-1H-pyrazol-5-yl)-2-(methylsulfonyl)pyrimidin-4-amine). Solvent: C(C)(C)(C)O (t-butanol), CCOC(=O)C (EtOAc). Product: CC1=NNC(=C1)NC1=NC(=NC(=C1)Cl)SC1=C(C=C(C=C1)NC(=O)C1CC1)F (N-(4-(4-(3-methyl-1H-pyrazol-5-ylamino)-6-chloropyrimidin-2-ylthio)-3-fluorophenyl)cyclopropanecarboxamide). The yield is 39.8%. As a reaction SMILES: [F:1][C:2]1[CH:3]=[C:4]([NH:9][C:10]([CH:12]2[CH2:14][CH2:13]2)=[O:11])[CH:5]=[CH:6][C:7]=1[SH:8].[Cl:15][C:16]1[N:21]=[C:20](S(C)(=O)=O)[N:19]=[C:18]([NH:26][C:27]2[NH:31][N:30]=[C:29]([CH3:32])[CH:28]=2)[CH:17]=1>C(O)(C)(C)C.CCOC(C)=O>[CH3:32][C:29]1[CH:28]=[C:27]([NH:26][C:18]2[CH:17]=[C:16]([Cl:15])[N:21]=[C:20]([S:8][C:7]3[CH:6]=[CH:5][C:4]([NH:9][C:10]([CH:12]4[CH2:13][CH2:14]4)=[O:11])=[CH:3][C:2]=3[F:1])[N:19]=2)[NH:31][N:30]=1. Procedure details: A solution of N-(3-fluoro-4-mercaptophenyl)cyclopropane-carboxamide (1.0 g, 4.8 mmol) and 6-chloro-N-(3-methyl-1H-pyrazol-5-yl)-2-(methylsulfonyl)pyrimidin-4-amine (1.4 g, 4.8 mmol) in t-butanol (10 ml) was heated 70° C. for 18 h. Reaction mixture cooled to room temperature then diluted with EtOAc (60 ml), washed with sat. NaHCO3 solution (30 ml), brine (30 ml), dried (MgSO4), filtered and concentrated in vacuo. Crude product was purified by flash chromatography on silica (EtOAc/Petrol 20 to 60%...